This data is from the Open Reaction Database (ORD), a public repository of structured organic reaction records. The task is: describe an organic reaction: reactants, conditions, products, and yield Starting materials: CS(=O)(=O)OCCCOC1=C(C=C(C=C1)C=1C=C(C2=C(N(N=N2)C)C1)C#N)C(F)(F)F (3-(4-(4-cyano-1-methyl-1H-benzo[d][1,2,3]triazol-6-yl)-2-(trifluoromethyl)phenoxy)propyl methanesulfonate), Cl.CC1(CCNCC1)O (4-methylpiperidin-4-ol hydrochloride), CN1CCCC1=O (NMP). Run at temperature 100 celsius. Product: OC1(CCN(CC1)CCCOC1=C(C=C(C=C1)C1=NC(=C2C(=C1)N(N=N2)C)C#N)C(F)(F)F)C (6-(4-(3-(4-hydroxy-4-methylpiperidin-1-yl)propoxy)-3-(trifluoromethyl)phenyl)-1-methyl-1H-[1,2,3]triazolo[4,5-d]pyridine-4-carbonitrile). RXN SMILES: CS(O[CH2:6][CH2:7][CH2:8][O:9][C:10]1[CH:15]=[CH:14][C:13]([C:16]2C=[C:18]([C:26]#[N:27])[C:19]3[N:23]=[N:22][N:21]([CH3:24])[C:20]=3[CH:25]=2)=[CH:12][C:11]=1[C:28]([F:31])([F:30])[F:29])(=O)=O.Cl.[CH3:33][C:34]1([OH:40])[CH2:39][CH2:38][NH:37][CH2:36][CH2:35]1.C[N:42]1C(=O)CCC1>>[OH:40][C:34]1([CH3:33])[CH2:39][CH2:38][N:37]([CH2:6][CH2:7][CH2:8][O:9][C:10]2[CH:15]=[CH:14][C:13]([C:16]3[CH:25]=[C:20]4[N:21]([CH3:24])[N:22]=[N:23][C:19]4=[C:18]([C:26]#[N:27])[N:42]=3)=[CH:12][C:11]=2[C:28]([F:29])([F:30])[F:31])[CH2:36][CH2:35]1 |f:1.2|. Procedure: A mixture of 3-(4-(4-cyano-1-methyl-1H-benzo[d][1,2,3]triazol-6-yl)-2-(trifluoromethyl)phenoxy)propyl methanesulfonate (100 mg) and 4-methylpiperidin-4-ol hydrochloride (166 mg) in NMP (2 ml) was heated at 100° C. under microwave conditions for 30 minutes. The mixture was purified by HPLC to give the expected product (9.4 mg). 1H NMR (CD3OD) δ: 8.55 (s, 1H), 8.35-8.42 (m, 2H), 7.32 (d, 1H), 4.44 (s, 3H), 4.25 (t, 2H), 2.76-2.89 (m, 4H), 2.63-2.75 (m, 2H), 2.13 (quin, 2H), 1.64-1.80 (m, 4H), 1.24... Reaction SMILES: [CH3:1][C:2]1[C:3](=[O:22])[C:4]([C:11](=[O:21])[CH2:12][CH2:13][CH2:14][CH2:15][CH2:16][O:17][C:18](=[O:20])[CH3:19])=[C:5]([CH3:10])[C:6](=[O:9])[C:7]=1[CH3:8].C([O-])(=O)C.S(S([O-])=O)([O-])=O.[Na+].[Na+].[OH-].[Na+]>CO>[CH3:1][C:2]1[C:7]([CH3:8])=[C:6]([OH:9])[C:5]([CH3:10])=[C:4]([C:11](=[O:21])[CH2:12][CH2:13][CH2:14][CH2:15][CH2:16][O:17][C:18](=[O:20])[CH3:19])[C:3]=1[OH:22] |f:2.3.4,5.6|. Conditions: time 3 hour. Solvent: CO (methanol). Yields the product CC1=C(O)C(=C(C(=C1C)O)C)C(CCCCCOC(C)=O)=O (2,3,5-trimethyl-6-(6'-acetoxy-1'-oxohexyl)hydroquinone). Reactants: CC=1C(C(=C(C(C1C)=O)C)C(CCCCCOC(C)=O)=O)=O (2,3,5-trimethyl-6-(6'-acetoxy-1'-oxohexyl)-1,4-benzoquinone), C(C)(=O)[O-] (acetate), S(=O)([O-])S(=O)[O-].[Na+].[Na+] (sodium hydrosulfite), [OH-].[Na+] (sodium hydroxide). Reported procedure: To a stirred mixture of 2,3,5-trimethyl-6-(6'-acetoxy-1'-oxohexyl)-1,4-benzoquinone (formula IV-1 wherein R=H3C, n=4, in the form of acetate) (0.5 part), sodium hydrosulfite (1 part) and 30% aqueous methanol (20 volume parts) was added dropwise 2 N aqueous sodium hydroxide (1.6 volume part) at 5° C. The mixture was allowed to stand for 3 hours at the same temperature. After removal of the methanol and acidification with phosphoric acid, the product was extracted with ethyl acetate. The organic l... Product: COC1(c2ccc(Cl)c(Cc3ccc(OC(F)(F)F)cc3)c2)OC(CO)C(OCc2ccccc2)C(OCc2ccccc2)C1OCc1ccccc1. RXN SMILES: [CH2:1]([c:2]1[cH:3][cH:4][cH:5][cH:6][cH:7]1)[O:8][CH:9]1[CH:10]([CH2:52][O:53][Si:54]([C:55]([CH3:56])([CH3:57])[CH3:58])([CH3:59])[CH3:60])[O:11][C:12]([O:31][CH3:32])([c:33]2[cH:34][c:35]([CH2:40][c:41]3[cH:42][cH:43][c:44]([O:47][C:48]([F:49])([F:50])[F:51])[cH:45][cH:46]3)[c:36]([Cl:39])[cH:37][cH:38]2)[CH:13]([O:23][CH2:24][c:25]2[cH:26][cH:27][cH:28][cH:29][cH:30]2)[CH:14]1[O:15][CH2:16][c:17]1[cH:18][cH:19][cH:20][cH:21][cH:22]1.[CH3:61][C:62](=[O:63])[Cl:64].[CH3:65][OH:66]>>[CH2:1]([c:2]1[cH:3][cH:4][cH:5][cH:6][cH:7]1)[O:8][CH:9]1[CH:10]([CH2:52][OH:53])[O:11][C:12]([O:31][CH3:32])([c:33]2[cH:34][c:35]([CH2:40][c:41]3[cH:42][cH:43][c:44]([O:47][C:48]([F:49])([F:50])[F:51])[cH:45][cH:46]3)[c:36]([Cl:39])[cH:37][cH:38]2)[CH:13]([O:23][CH2:24][c:25]2[cH:26][cH:27][cH:28][cH:29][cH:30]2)[CH:14]1[O:15][CH2:16][c:17]1[cH:18][cH:19][cH:20][cH:21][cH:22]1. Reactants: COC1(c2ccc(Cl)c(Cc3ccc(OC(F)(F)F)cc3)c2)OC(CO[Si](C)(C)C(C)(C)C)C(OCc2ccccc2)C(OCc2ccccc2)C1OCc1ccccc1, CC(=O)Cl, CO. The reactants are BrB(Br)Br, COc1ccc2c(C#N)cc(-c3nc(C)c(C(=O)O)s3)cc2c1F, ClCCl, Cl. Yields the product Cc1nc(-c2cc(C#N)c3ccc(O)c(F)c3c2)sc1C(=O)O. Reaction SMILES: [B:25]([Br:26])([Br:27])[Br:28].[C:1](#[N:2])[c:3]1[cH:4][c:5](-[c:16]2[s:17][c:18]([C:22](=[O:23])[OH:24])[c:19]([CH3:21])[n:20]2)[cH:6][c:7]2[c:8]([F:15])[c:9]([O:13][CH3:14])[cH:10][cH:11][c:12]12.[Cl:30][CH2:31][Cl:32].[ClH:29]>>[C:1](#[N:2])[c:3]1[cH:4][c:5](-[c:16]2[s:17][c:18]([C:22](=[O:23])[OH:24])[c:19]([CH3:21])[n:20]2)[cH:6][c:7]2[c:8]([F:15])[c:9]([OH:13])[cH:10][cH:11][c:12]12. As a reaction SMILES: [Cl:1][C:2]1[CH:7]=[CH:6][C:5]([CH2:8][CH:9]2[CH:13]([C:14]3[CH:19]=[CH:18][C:17]([F:20])=[CH:16][CH:15]=3)[O:12]C(=O)[NH:10]2)=[CH:4][C:3]=1[O:22][C:23]([F:28])([F:27])[CH:24]([F:26])[F:25].[OH-].[Na+]>C(O)C>[NH2:10][CH:9]([CH2:8][C:5]1[CH:6]=[CH:7][C:2]([Cl:1])=[C:3]([O:22][C:23]([F:27])([F:28])[CH:24]([F:25])[F:26])[CH:4]=1)[CH:13]([C:14]1[CH:19]=[CH:18][C:17]([F:20])=[CH:16][CH:15]=1)[OH:12] |f:1.2|. The reactants are ClC1=C(C=C(C=C1)CC1NC(OC1C1=CC=C(C=C1)F)=O)OC(C(F)F)(F)F ((4RS,5SR)-4-((4-chloro-3-(1,1,2,2-tetrafluoroethoxy)phenyl)methyl)-5-(4-fluorophenyl)-1,3-oxazolidin-2-one), [OH-].[Na+] (sodium hydroxide). The solvent is C(C)O (ethanol). Reported procedure: To a solution of (4RS,5SR)-4-((4-chloro-3-(1,1,2,2-tetrafluoroethoxy)phenyl)methyl)-5-(4-fluorophenyl)-1,3-oxazolidin-2-one (1.42 g, 3.37 mmol) in ethanol (20 ml) was added 8N aqueous sodium hydroxide solution (2.1 ml, 16.9 mmol), and the mixture was heated under reflux for 3 hrs. The reaction solution was concentrated, diluted with water (100 ml) and extracted with ethyl acetate (100 ml×2). The extract was washed with saturated brine, dried over anhydrous magnesium sulfate and evaporated under ... Product: NC(C(O)C1=CC=C(C=C1)F)CC1=CC(=C(C=C1)Cl)OC(C(F)F)(F)F ((1RS,2SR)-2-amino-3-(4-chloro-3-(1,1,2,2-tetrafluoroethoxy)phenyl)-1-(4-fluorophenyl)-1-propanol). The yield is 87.7%. The solvent is O (water). Isolated yield 95.7%. Procedure details: To a mixture of 1.55 g of the ester from Example 3 and 35 ml of 1:1 tetrahydrofuran-water was added 2.3 g of lithium hydroxide monohydrate, with stirring. The mixture was stirred at room temperature for 22 hours then diluted with water and extracted 3 times with ether (ether extracts discarded). The aqueous solution was acidified to pH 1 by the addition of saturated aqueous oxalic acid and worked-up with ether in the usual manner. There was obtained 1.4 g (95.8%) of racemic-7-[3-(4-acetyl-3-hydr... The product is C(C)(=O)C1=C(C(=C(OCCCOC2=CC3=C(CCC(O3)(CCC(=O)O)C)C=C2)C=C1)CCC)O (racemic-7-[3-(4-acetyl-3-hydroxy-2-propylphenoxy)propoxy]-3,4-dihydro-2-methyl-2H-1-benzopyran-2-propanoic acid). The reactants are C(C)OC(CCC1(OC2=C(CC1)C=CC(=C2)OCCCOC2=C(C(=C(C=C2)C(C)=O)O)CCC)C)=O (racemic-7-[3-(4-acetyl-3-hydroxy-2-propylphenoxy)propoxy]-3,4-dihydro-2-methyl-2H-1-benzopyran-2 -propanoic acid ethyl ester), O1CCCC1.O (tetrahydrofuran water), O.[OH-].[Li+] (lithium hydroxide monohydrate). Reaction SMILES: C([O:3][C:4](=[O:36])[CH2:5][CH2:6][C:7]1([CH3:35])[CH2:12][CH2:11][C:10]2[CH:13]=[CH:14][C:15]([O:17][CH2:18][CH2:19][CH2:20][O:21][C:22]3[CH:27]=[CH:26][C:25]([C:28](=[O:30])[CH3:29])=[C:24]([OH:31])[C:23]=3[CH2:32][CH2:33][CH3:34])=[CH:16][C:9]=2[O:8]1)C.O1CCCC1.O.O.[OH-].[Li+]>O>[C:28]([C:25]1[CH:26]=[CH:27][C:22]([O:21][CH2:20][CH2:19][CH2:18][O:17][C:15]2[CH:14]=[CH:13][C:10]3[CH2:11][CH2:12][C:7]([CH3:35])([CH2:6][CH2:5][C:4]([OH:36])=[O:3])[O:8][C:9]=3[CH:16]=2)=[C:23]([CH2:32][CH2:33][CH3:34])[C:24]=1[OH:31])(=[O:30])[CH3:29] |f:1.2,3.4.5|. Starting materials: [Mn](=O)(=O)(=O)[O-].[K+] (potassium permanganate), [Mn](=O)(=O)(=O)[O-].[K+] (potassium permanganate), 4, FC(OC1=CC=C(C2=C1OC1=C2C=C(C=C1)[N+](=O)[O-])C=O)F (4-difluoro methoxy-8-nitro-1-formyl dibenzo[b,d]furan), CC(=O)C (acetone), [Mn](=O)(=O)(=O)[O-].[K+] (potassium permanganate), CC(=O)C (acetone). Run in O (water), O (water), O (water). Run at temperature 72.5 celsius, time 1 hour. Product: FC(OC1=CC=C(C2=C1OC1=C2C=C(C=C1)[N+](=O)[O-])C(=O)O)F (4-difluoromethoxy-8-nitrodibenzo[b,d]furan-1-carboxylic acid). Isolated yield 80.0%. As a reaction SMILES: [F:1][CH:2]([F:22])[O:3][C:4]1[C:9]2[O:10][C:11]3[CH:16]=[CH:15][C:14]([N+:17]([O-:19])=[O:18])=[CH:13][C:12]=3[C:8]=2[C:7]([CH:20]=[O:21])=[CH:6][CH:5]=1.CC(C)=[O:25].[Mn]([O-])(=O)(=O)=O.[K+]>O>[F:22][CH:2]([F:1])[O:3][C:4]1[C:9]2[O:10][C:11]3[CH:16]=[CH:15][C:14]([N+:17]([O-:19])=[O:18])=[CH:13][C:12]=3[C:8]=2[C:7]([C:20]([OH:25])=[O:21])=[CH:6][CH:5]=1 |f:2.3|. Reported procedure: In a 20 L 4 necked RB flask, fitted with a mechanical stirrer, reflux condenser, add 4-difluoro methoxy-8-nitro-1-formyl dibenzo[b,d]furan (1 kg, 3.25 M), acetone (7.2 L) and heat to temp. 70-75° C. under stirring. Add a slurry of potassium permanganate (0.48 kg) in water (3 L) to the reaction mixture at 70-75° C. under stirring and maintain for 1 hr. After 1 hr maintenance, the second lot of potassium permanganate (0.120 kg) in water (400 ml) was added at 70-75° C. under stirring and maintain f...